Task: describe an organic reaction: reactants, conditions, products, and yield. Dataset: the Open Reaction Database (ORD), a public repository of structured organic reaction records Yields the product FC1=C(C=CC=C1F)C1=C2/C(/C(NC2=CC=C1)=O)=C/C1=C(C=2C(N(CCC2N1)C[C@H](CN1CCOCC1)O)=O)C (2-(Z)-[4-(2,3-difluoro-phenyl)-2-oxo-1,2-dihydro-indol-3-ylidenemethyl]-5-[(S)-2-hydroxy-3-morpholin-4-yl-propyl]-3-methyl-1,5,6,7-tetrahydro-pyrrolo[3,2-c]pyridin-4-one). Reactants: O[C@H](CN1C(C2=C(CC1)NC(=C2C)C=O)=O)CN2CCOCC2 ((S)-5-(2-hydroxy-3-morpholin-4-yl-propyl)-3-methyl-4-oxo-4,5,6,7-tetrahydro-1H-pyrrolo[3,2-c]pyridine-2-carbaldehyde), FC1=C(C=CC=C1F)C1=C2CC(NC2=CC=C1)=O (4-(2,3-difluoro-phenyl)-1,3-dihydro-indol-2-one). Reaction SMILES: [OH:1][C@@H:2]([CH2:17][N:18]1[CH2:23][CH2:22][O:21][CH2:20][CH2:19]1)[CH2:3][N:4]1[CH2:9][CH2:8][C:7]2[NH:10][C:11]([CH:14]=O)=[C:12]([CH3:13])[C:6]=2[C:5]1=[O:16].[F:24][C:25]1[C:30]([F:31])=[CH:29][CH:28]=[CH:27][C:26]=1[C:32]1[CH:40]=[CH:39][CH:38]=[C:37]2[C:33]=1[CH2:34][C:35](=[O:41])[NH:36]2>>[F:24][C:25]1[C:30]([F:31])=[CH:29][CH:28]=[CH:27][C:26]=1[C:32]1[CH:40]=[CH:39][CH:38]=[C:37]2[C:33]=1/[C:34](=[CH:14]/[C:11]1[NH:10][C:7]3[CH2:8][CH2:9][N:4]([CH2:3][C@@H:2]([OH:1])[CH2:17][N:18]4[CH2:19][CH2:20][O:21][CH2:22][CH2:23]4)[C:5](=[O:16])[C:6]=3[C:12]=1[CH3:13])/[C:35](=[O:41])[NH:36]2. Procedure: The title compound was prepared under the same conditions as described in step 6 of Example 5 with (S)-5-(2-hydroxy-3-morpholin-4-yl-propyl)-3-methyl-4-oxo-4,5,6,7-tetrahydro-1H-pyrrolo[3,2-c]pyridine-2-carbaldehyde 5f obtained from step 5 of Example 5 and 4-(2,3-difluoro-phenyl)-1,3-dihydro-indol-2-one 3d as starting materials to give 2-(Z)-[4-(2,3-difluoro-phenyl)-2-oxo-1,2-dihydro-indol-3-ylidenemethyl]-5-[(S)-2-hydroxy-3-morpholin-4-yl-propyl]-3-methyl-1,5,6,7-tetrahydro-pyrrolo[3,2-c]pyridi... Isolated yield 73.0%.